From a dataset of the Open Reaction Database (ORD), a public repository of structured organic reaction records. describe an organic reaction: reactants, conditions, products, and yield Reactants: BrC1=CC=C(NN2C(C=3NC=4C=C(C=CC4C(C3C2=O)=O)Cl)=O)C=C1 (2-(4-bromoanilino)-6-chloro-2,3,4,9-tetrahydro-1H-pyrrolo[3,4-b]quinoline-1,3,9-trione), CS(=O)(=O)O (methanesulfonic acid). Solvent: CO (methanol). Yields the product BrC1=CC=C(C=C1)N1N=C(C2=C(NC=3C=C(C=CC3C2=O)Cl)C1=O)O (3-(4-Bromophenyl)-7-chloro-1-hydroxy-3,4,5,10-tetrahydropyridazino[4,5-b]quinoline-4,10-dione). The yield is 22.2%. As a reaction SMILES: [Br:1][C:2]1[CH:25]=[CH:24][C:5]([NH:6][N:7]2[C:19](=[O:20])[C:18]3[C:17](=[O:21])[C:16]4[CH:15]=[CH:14][C:13]([Cl:22])=[CH:12][C:11]=4[NH:10][C:9]=3[C:8]2=[O:23])=[CH:4][CH:3]=1.CS(O)(=O)=O>CO>[Br:1][C:2]1[CH:25]=[CH:24][C:5]([N:6]2[C:8](=[O:23])[C:9]3[NH:10][C:11]4[CH:12]=[C:13]([Cl:22])[CH:14]=[CH:15][C:16]=4[C:17](=[O:21])[C:18]=3[C:19]([OH:20])=[N:7]2)=[CH:4][CH:3]=1. Procedure: A stirred suspension of 2-(4-bromoanilino)-6-chloro-2,3,4,9-tetrahydro-1H-pyrrolo[3,4-b]quinoline-1,3,9-trione (1.00 g, 2.39 mM) in a solution of methanol (500 mL) and methanesulfonic acid (50 mL) was refluxed for 16 hours and cooled to room temperature. The resulting yellow suspension was filtered (the filtrate was saved for use in Example 28). The collected solids were washed with methanol and then ether to give the title compound (0.222 g, 22%) as a yellow powder, mp>400° C.; MS(CI): 420 (M+H... Product: COC(=O)c1cc(C(C)O)c2oc(N3CCOC(C)C3)cc(=O)c2c1. As a reaction SMILES: [C:1]([CH3:2])(=[O:3])[c:4]1[cH:5][c:6]([C:22](=[O:23])[O:24][CH3:25])[cH:7][c:8]2[c:9](=[O:21])[cH:10][c:11]([N:14]3[CH2:15][CH:16]([CH3:20])[O:17][CH2:18][CH2:19]3)[o:12][c:13]12.[CH3:26][OH:27]>>[CH:1]([CH3:2])([OH:3])[c:4]1[cH:5][c:6]([C:22](=[O:23])[O:24][CH3:25])[cH:7][c:8]2[c:9](=[O:21])[cH:10][c:11]([N:14]3[CH2:15][CH:16]([CH3:20])[O:17][CH2:18][CH2:19]3)[o:12][c:13]12. Starting materials: COC(=O)c1cc(C(C)=O)c2oc(N3CCOC(C)C3)cc(=O)c2c1, CO. Reactants: ClCCl, O=C(Cl)c1ccc([N+](=O)[O-])cc1, O=C1NC(c2ccccc2)CN1S(=O)(=O)c1ccc2c(c1)CCN2, c1ccncc1. The product is O=C(c1ccc([N+](=O)[O-])cc1)N1CCc2cc(S(=O)(=O)N3CC(c4ccccc4)NC3=O)ccc21. As a reaction SMILES: [Cl:43][CH2:44][Cl:45].[N+:31](=[O:32])([O-:33])[c:34]1[cH:35][cH:36][c:37]([C:38](=[O:39])[Cl:40])[cH:41][cH:42]1.[c:1]1([CH:7]2[NH:8][C:9](=[O:24])[N:10]([S:12](=[O:13])(=[O:14])[c:15]3[cH:16][c:17]4[c:21]([cH:22][cH:23]3)[NH:20][CH2:19][CH2:18]4)[CH2:11]2)[cH:2][cH:3][cH:4][cH:5][cH:6]1.[cH:25]1[cH:26][cH:27][n:28][cH:29][cH:30]1>>[c:1]1([CH:7]2[NH:8][C:9](=[O:24])[N:10]([S:12](=[O:13])(=[O:14])[c:15]3[cH:16][c:17]4[c:21]([cH:22][cH:23]3)[N:20]([C:38]([c:37]3[cH:36][cH:35][c:34]([N+:31](=[O:32])[O-:33])[cH:42][cH:41]3)=[O:39])[CH2:19][CH2:18]4)[CH2:11]2)[cH:2][cH:3][cH:4][cH:5][cH:6]1. Starting materials: ClC1=CC=NC2=CC(=C(C=C12)OC)OC (4-Chloro-6,7-dimethoxyquinoline), CNC1=CC=C(C=C1)[N+](=O)[O-] (N-methyl(4-nitrophenyl)amine), C1(=CC=C(C=C1)S(=O)(=O)O)C (p-toluenesulfonic acid), COCC(C)O (1-methoxy-2-propanol). The product is COC=1C=C2C(=CC=NC2=CC1OC)N(C1=CC=C(C=C1)[N+](=O)[O-])C ((6,7-dimethoxyquinolin-4-yl)methyl(4-nitrophenyl)amine). The yield is 40.0%. As a reaction SMILES: Cl[C:2]1[C:11]2[C:6](=[CH:7][C:8]([O:14][CH3:15])=[C:9]([O:12][CH3:13])[CH:10]=2)[N:5]=[CH:4][CH:3]=1.[CH3:16][NH:17][C:18]1[CH:23]=[CH:22][C:21]([N+:24]([O-:26])=[O:25])=[CH:20][CH:19]=1.C1(C)C=CC(S(O)(=O)=O)=CC=1.COCC(O)C>>[CH3:13][O:12][C:9]1[CH:10]=[C:11]2[C:6](=[CH:7][C:8]=1[O:14][CH3:15])[N:5]=[CH:4][CH:3]=[C:2]2[N:17]([CH3:16])[C:18]1[CH:19]=[CH:20][C:21]([N+:24]([O-:26])=[O:25])=[CH:22][CH:23]=1. Reported procedure: 4-Chloro-6,7-dimethoxyquinoline (0.50 g, 2.24 mmol), N-methyl(4-nitrophenyl)amine; (0.564 g, 3.35 mmol) and p-toluenesulfonic acid (0.192 g, 1.12 mmol) in 1-methoxy-2-propanol (6.56 mL, 67.1 mmol) were heated to 120° C. for 8 h. The reaction was cooled to rt, triturated with ether and filtered to yield (6,7-dimethoxyquinolin-4-yl)methyl(4-nitrophenyl)amine (0.40 g, 40%). LCMS m/z=340 (M+1); 1H NMR (CDCl3) δ: 8.80 (d, 1H, J=4.8 Hz), 8.10 (d, 2H, J=9.4 Hz), 7.5 (brs, 1H), 7.16 (d, 1H, J=4.8), 6.84... Starting materials: COC(=O)C=P(c1ccccc1)(c1ccccc1)c1ccccc1, CC(CCC=O)C1CCC2C3CCC4CC(O)CCC4(C)C3CC(O)C12C, c1ccccc1. RXN SMILES: [C:28]([CH:29]=[P:33]([c:34]1[cH:35][cH:36][cH:37][cH:38][cH:39]1)([c:40]1[cH:41][cH:42][cH:43][cH:44][cH:45]1)[c:46]1[cH:47][cH:48][cH:49][cH:50][cH:51]1)([O:30][CH3:31])=[O:32].[OH:1][CH:2]1[CH2:3][CH2:4][C:5]2([CH3:6])[CH:7]([CH2:8][CH2:9][CH:10]3[CH:11]2[CH2:12][CH:13]([OH:14])[C:15]2([CH3:16])[CH:17]3[CH2:18][CH2:19][CH:20]2[CH:21]([CH3:22])[CH2:23][CH2:24][CH:25]=[O:26])[CH2:27]1.[cH:52]1[cH:53][cH:54][cH:55][cH:56][cH:57]1>>[O:1]=[P:33]([c:34]1[cH:35][cH:36][cH:37][cH:38][cH:39]1)([c:40]1[cH:41][cH:42][cH:43][cH:44][cH:45]1)[c:46]1[cH:47][cH:48][cH:49][cH:50][cH:51]1. Yields the product O=P(c1ccccc1)(c1ccccc1)c1ccccc1. The reactants are [N+](=O)([O-])C1=CC=C(C(=O)Cl)C=C1 (4-nitrobenzoyl chloride), C(CCC)N (n-butyl amine), C(CCC)NC(C1=CC=C(C=C1)[N+](=O)[O-])=O (N-n-butyl-4-nitrobenzamide). Product: C(CCC)NC(C1=CC=C(C=C1)NC(C)=O)=O (N-n-butyl-4-acetamidobenzamide). Reaction SMILES: [N+](C1C=C[C:7]([C:8](Cl)=[O:9])=CC=1)([O-])=O.C(N)CCC.[CH2:18]([NH:22][C:23](=[O:33])[C:24]1[CH:29]=[CH:28][C:27]([N+:30]([O-])=O)=[CH:26][CH:25]=1)[CH2:19][CH2:20][CH3:21]>>[CH2:18]([NH:22][C:23](=[O:33])[C:24]1[CH:29]=[CH:28][C:27]([NH:30][C:8](=[O:9])[CH3:7])=[CH:26][CH:25]=1)[CH2:19][CH2:20][CH3:21]. Procedure details: The method of Example 3 is repeated using 4-nitrobenzoyl chloride and n-butyl amine in the amidation step. This yields N-n-butyl-4-nitrobenzamide (CPI1045). Reactants: COC1=CC=C(C=N1)C=1SC2=C(N1)C=CC(=C2)C(=O)O (2-(6-Methoxypyridin-3-yl)-1,3-benzothiazole-6-carboxylic acid), S(=O)(Cl)Cl (thionyl chloride). Reaction conditions: time 3 hour. Yields the product COC1=CC=C(C=N1)C=1SC2=C(N1)C=CC(=C2)C(=O)Cl (2-(6-methoxypyridin-3-yl)-1,3-benzothiazole-6-carbonyl chloride). Reaction SMILES: [CH3:1][O:2][C:3]1[N:8]=[CH:7][C:6]([C:9]2[S:10][C:11]3[CH:17]=[C:16]([C:18]([OH:20])=O)[CH:15]=[CH:14][C:12]=3[N:13]=2)=[CH:5][CH:4]=1.S(Cl)([Cl:23])=O>>[CH3:1][O:2][C:3]1[N:8]=[CH:7][C:6]([C:9]2[S:10][C:11]3[CH:17]=[C:16]([C:18]([Cl:23])=[O:20])[CH:15]=[CH:14][C:12]=3[N:13]=2)=[CH:5][CH:4]=1. Reported procedure: 2-(6-Methoxypyridin-3-yl)-1,3-benzothiazole-6-carboxylic acid (30 mg, 0.10 mmol) was mixed with thionyl chloride (0.8 mL) and stirred at r.t. for 3 h, then heated to 50° C. for 1 h. The solvent was evaporated in vacuo to give the intermediate 2-(6-methoxypyridin-3-yl)-1,3-benzothiazole-6-carbonyl chloride as a crude product. This acid chloride was dissolved in DCM (3 mL) and added to ammonium hydroxide (conc., 2 mL). The reaction was stirred at r.t. without stopper overnight. The formed solid wa... Procedure details: (+,−) Trans propane-2-sulfonic acid [2-(4-iodo-phenyl)-cyclopentyl]-amide (120 mg, 0.31 mmol, prepared in example 2) and 2,4-difluorophenylboronic acid (60 mg, 0.38 mmol) were treated as described in example 6 to afford 103 mg (89%) of the title compound as a white solid. The NMR was consistent with the assigned structure. Isolated yield 87.6%. Reaction SMILES: I[C:2]1[CH:7]=[CH:6][C:5]([C@@H:8]2[CH2:12][CH2:11][CH2:10][C@H:9]2[NH:13][S:14]([CH:17]([CH3:19])[CH3:18])(=[O:16])=[O:15])=[CH:4][CH:3]=1.[F:20][C:21]1[CH:26]=[C:25]([F:27])[CH:24]=[CH:23][C:22]=1B(O)O>>[F:20][C:21]1[CH:26]=[C:25]([F:27])[CH:24]=[CH:23][C:22]=1[C:2]1[CH:7]=[CH:6][C:5]([C@@H:8]2[CH2:12][CH2:11][CH2:10][C@H:9]2[NH:13][S:14]([CH:17]([CH3:19])[CH3:18])(=[O:16])=[O:15])=[CH:4][CH:3]=1. The reactants are IC1=CC=C(C=C1)[C@H]1[C@@H](CCC1)NS(=O)(=O)C(C)C ((+,−) Trans propane-2-sulfonic acid [2-(4-iodo-phenyl)-cyclopentyl]-amide), FC1=C(C=CC(=C1)F)B(O)O (2,4-difluorophenylboronic acid). Yields the product FC1=C(C=CC(=C1)F)C1=CC=C(C=C1)[C@H]1[C@@H](CCC1)NS(=O)(=O)C(C)C ((+,−) Trans Propane-2-sulfonic Acid [2-(2′,4′-difluoro-biphenyl-4-yl)-cyclopentyl]-amide). Product: C1(=CC=CC=C1)CCC(CCC1=CC=CC=C1)=O (1,5-diphenyl-3-pentanone), C(=O)OC (methyl formate). The yield is 220.0%. Reaction SMILES: [CH3:1][O-:2].[Na+].[C:4]1([CH2:10][CH2:11][C:12](=[O:21])[CH2:13][CH2:14][C:15]2[CH:20]=[CH:19][CH:18]=[CH:17][CH:16]=2)[CH:9]=[CH:8][CH:7]=[CH:6][CH:5]=1>C(OCC)C>[C:15]1([CH2:14][CH2:13][C:12](=[O:21])[CH2:11][CH2:10][C:4]2[CH:5]=[CH:6][CH:7]=[CH:8][CH:9]=2)[CH:20]=[CH:19][CH:18]=[CH:17][CH:16]=1.[CH:1]([O:21][CH3:12])=[O:2] |f:0.1|. Procedure: To a suspension of sodium methoxide (6 g) in ethylether (80 ml), a mixture of 1,5-diphenyl-3-pentanone (24 g, 0.1 mole) obtained in above (1) and methyl formate (6.7 g, 0.11 mole) was added dropwise at 1°-2° C., stirring was continued for 1 hour at the same temperature and allowed to stand overnight at room temperature. The reaction mixture was poured into cold H2O (300 ml), and aqueous layer was separated, acidified to ph 1 with 5% sulfuric acid and extracted with ethylether (100 ml×3). The org... The solvent is C(C)OCC (ethylether). Reactants: C[O-].[Na+] (sodium methoxide), C1(=CC=CC=C1)CCC(CCC1=CC=CC=C1)=O (1,5-diphenyl-3-pentanone).